Dataset: the Open Reaction Database (ORD), a public repository of structured organic reaction records. Task: describe an organic reaction: reactants, conditions, products, and yield Starting materials: O (water), C(C)(=O)N1CC(NC2=CC=CC=C12)C ((+) 1-acetyl-3-methyl-1,2,3,4-tetrahydroquinoxaline), C(C)OC=C(C(=O)OCC)C(=O)OCC (diethyl ethoxymethylenemalonate), [OH-].[Na+] (sodium hydroxide), polyphosphoric acid. Solvent: C(C)(=O)O (acetic acid). Conditions: temperature 120 celsius. Yields the product CC1CNC=2C=CC=C3C2N1C=C(C3=O)C(=O)O (2,3-dihydro-3-methyl-7-oxopyrido[1,2,3-de]quinoxaline-6-carboxylic acid). As a reaction SMILES: C([N:4]1[C:13]2[C:8](=[CH:9][CH:10]=[CH:11][CH:12]=2)[NH:7][CH:6]([CH3:14])[CH2:5]1)(=O)C.C(O[CH:18]=[C:19]([C:25]([O:27]CC)=O)[C:20]([O:22]CC)=[O:21])C.O.[OH-].[Na+]>C(O)(=O)C>[CH3:14][CH:6]1[N:7]2[CH:18]=[C:19]([C:20]([OH:22])=[O:21])[C:25](=[O:27])[C:9]3[C:8]2=[C:13]([CH:12]=[CH:11][CH:10]=3)[NH:4][CH2:5]1 |f:3.4|. Procedure details: A mixture of 0.0894 mole (1.7 g) of optically purified (+) 1-acetyl-3-methyl-1,2,3,4-tetrahydroquinoxaline and 0.009 mole (1.9 g) diethyl ethoxymethylenemalonate is heated over one hour to 200° C. and maintained at that temperature for 1.5 hours. After cooling, 5 g of polyphosphoric acid are added and the mixture is heated at 120° C. until foaming stops. The mixture is stirred into water and the solution is made strongly basic with 25 percent sodium hydroxide. The solution is stirred and heated ... Starting materials: N1C=C(C2=CC=CN=C12)C(C(=O)OC)=O (Methyl (7-azaindol-3-yl)-oxoacetate), C(=O)([O-])[O-].[K+].[K+] (K2CO3). Run in CO (MeOH), O (H2O). Conditions: time 8 hour. The product is N1C=C(C2=CC=CN=C12)C(C(=O)[O-])=O.[K+] (Potassium (7-azaindol-3-yl)-oxoacetate). Isolated yield 89.7%. RXN SMILES: [NH:1]1[C:9]2[C:4](=[CH:5][CH:6]=[CH:7][N:8]=2)[C:3]([C:10](=[O:15])[C:11]([O:13]C)=[O:12])=[CH:2]1.C([O-])([O-])=O.[K+:20].[K+]>CO.O>[NH:1]1[C:9]2[C:4](=[CH:5][CH:6]=[CH:7][N:8]=2)[C:3]([C:10](=[O:15])[C:11]([O-:13])=[O:12])=[CH:2]1.[K+:20] |f:1.2.3,6.7|. Procedure: Compound 2a (43 g, 0.21 mol) and K2CO3 (56.9 g, 0.41 mol) were dissolved in MeOH (200 ml) and H2O (200 ml). After 8 hours, product 3a precipitated out from the solution. Filtration afforded 43 g of compound 3a as a white solid in 90.4% yield. Starting materials: C(=O)(O)[C@@H]1N(CCC1)C(CCCCC(=O)N1[C@H](CCC1)C(=O)O)=O ((R)-1-[6-[(R)-2-carboxy-pyrrolidin-1-yl]-6-oxo-hexanoyl]-pyrrolidine-2-carboxylic acid). The solvent is C(CCC=C)O (4-penten-1-ol). Conditions: time 48 hour. Product: C(CCC=C)OC(=O)[C@@H]1N(CCC1)C(CCCCC(=O)N1[C@H](CCC1)C(=O)OCCCC=C)=O ((R)-1-[6-[(R)-2-pent-4-enyloxycarbonyl-pyrrolidin-1-yl]-6-oxo-hexanoyl]-pyrrolidine-2-carboxylic acid pent-4-enyl ester). Isolated yield 111.9%. As a reaction SMILES: [C:1]([C@H:4]1[CH2:8][CH2:7][CH2:6][N:5]1[C:9](=[O:24])[CH2:10][CH2:11][CH2:12][CH2:13][C:14]([N:16]1[CH2:20][CH2:19][CH2:18][C@@H:17]1[C:21]([OH:23])=[O:22])=[O:15])([OH:3])=[O:2]>C(O)CCC=C>[CH2:1]([O:22][C:21]([C@H:17]1[CH2:18][CH2:19][CH2:20][N:16]1[C:14](=[O:15])[CH2:13][CH2:12][CH2:11][CH2:10][C:9]([N:5]1[CH2:6][CH2:7][CH2:8][C@@H:4]1[C:1]([O:3][CH2:13][CH2:12][CH2:11][CH:10]=[CH2:9])=[O:2])=[O:24])=[O:23])[CH2:4][CH2:8][CH:7]=[CH2:6]. Procedure details: A mixture of 2.04 g (6 mmol) (R)-1-[6-[(R)-2-carboxy-pyrrolidin-1-yl]-6-oxo-hexanoyl]-pyrrolidine-2-carboxylic acid and 5 g Amberlite® IR120 in 25 ml 4-penten-1-ol were stirred at room temperature for 48 hours. After filtration the solvent was distilled off, the residue was taken up in dichloromethane and extracted with 2% aqueous sodium bicarbonate. The organic extract was dried with sodium sulfate and the solvent was distilled off to yield 1.6 g (58%) (R)-1-[6-[(R)-2-pent-4-enyloxycarbonyl-pyr... Reactants: C(C)(=O)OCC (ethyl acetate), O1CCOC12CCC(CC2)NC2=CC=NN2 (N-(1,4-dioxaspiro[4.5]dec-8-yl)-1H-pyrazol-5-amine), N12CCCCCC2=NCCC1 (1,8-diazabicyclo[5.4.0]undec-7-ene), C(#N)C1=C(C=CC=C1)C1=CC(=C(C=C1)CC(C(=O)OCC)C(CCC)=O)F (ethyl 2-[(2′-cyano-3-fluorobiphenyl-4-yl)methyl]-3-oxohexanoate). Run in O (water), CCN(CC)C=1C=CC=CC1 (diethylaniline). Yields the product O1CCOC12CCC(CC2)N2C=1N(C(=C(C2=O)CC2=C(C=C(C=C2)C=2C(=CC=CC2)C#N)F)CCC)N=CC1 (4′-{[4-(1,4-dioxaspiro[4.5]dec-8-yl)-5-oxo-7-propyl-4,5-dihydropyrazolo[1,5-a]pyrimidin-6-yl]methyl}-3′-fluorobiphenyl-2-carbonitrile). Isolated yield 77.1%. RXN SMILES: [O:1]1[C:5]2([CH2:10][CH2:9][CH:8]([NH:11][C:12]3[NH:16][N:15]=[CH:14][CH:13]=3)[CH2:7][CH2:6]2)[O:4][CH2:3][CH2:2]1.N12CCCN=C1CCCCC2.[C:28]([C:30]1[CH:35]=[CH:34][CH:33]=[CH:32][C:31]=1[C:36]1[CH:41]=[CH:40][C:39]([CH2:42][CH:43]([C:49](=O)[CH2:50][CH2:51][CH3:52])[C:44](OCC)=[O:45])=[C:38]([F:54])[CH:37]=1)#[N:29].C(OCC)(=O)C>CCN(C1C=CC=CC=1)CC.O>[O:4]1[C:5]2([CH2:6][CH2:7][CH:8]([N:11]3[C:44](=[O:45])[C:43]([CH2:42][C:39]4[CH:40]=[CH:41][C:36]([C:31]5[C:30]([C:28]#[N:29])=[CH:35][CH:34]=[CH:33][CH:32]=5)=[CH:37][C:38]=4[F:54])=[C:49]([CH2:50][CH2:51][CH3:52])[N:16]4[N:15]=[CH:14][CH:13]=[C:12]34)[CH2:9][CH2:10]2)[O:1][CH2:2][CH2:3]1. Reported procedure: A solution of N-(1,4-dioxaspiro[4.5]dec-8-yl)-1H-pyrazol-5-amine (2.2 g), 1,8-diazabicyclo[5.4.0]undec-7-ene (0.30 mL) and ethyl 2-[(2′-cyano-3-fluorobiphenyl-4-yl)methyl]-3-oxohexanoate (7.4 g) in diethylaniline (10 mL) was stirred at 180° C. for 2 hr. The mixture was allowed to cool, ethyl acetate and water were added, and the mixture was extracted with ethyl acetate. The organic layer was washed with water and saturated brine, dried over anhydrous magnesium sulfate, and concentrated. The resi... The reactants are C(C)OC(=O)C=1C=C2C=3C=CN=CC3NC2=CC1 (6-ethoxycarbonyl-β-carboline), CNC (dimethylamine). Run in C=C (ethylene). The product is CN(C(=O)C=1C=C2C=3C=CN=CC3NC2=CC1)C (6-dimethylaminocarbonyl-β-carboline). As a reaction SMILES: C(O[C:4]([C:6]1[CH:7]=[C:8]2[C:16](=[CH:17][CH:18]=1)[NH:15][C:14]1[CH:13]=[N:12][CH:11]=[CH:10][C:9]2=1)=[O:5])C.[CH3:19][NH:20][CH3:21]>C=C>[CH3:19][N:20]([CH3:21])[C:4]([C:6]1[CH:7]=[C:8]2[C:16](=[CH:17][CH:18]=1)[NH:15][C:14]1[CH:13]=[N:12][CH:11]=[CH:10][C:9]2=1)=[O:5]. Procedure details: 150 mg of 6-ethoxycarbonyl-β-carboline are heated in 5 ml of ethylene gylcol with 2 ml of dimethylamine solution for 20 hours to 100° C. After cooling, it is placed on ice, extracted with ethyl acetate and the organic phase is dried, filtered and concentrated. 50 mg of 6-dimethylaminocarbonyl-β-carboline are obtained as oil after chromatography on silica gel with methylene chloride/ethanol=10:1.